Dataset: the Open Reaction Database (ORD), a public repository of structured organic reaction records. Task: describe an organic reaction: reactants, conditions, products, and yield Starting materials: OCC=1C=C(CNC(C)=O)C=CC1CNC1CCCC=2C=CC=NC12 (N-{3-hydroxymethyl-4-[(5,6,7,8-tetrahydro-quinolin-8-ylamino)-methyl]-benzyl}-acetamide), FC1=CC=C(C=C1)C(C)(C)C=1C(=NC=CC1)C=O (3-[1-(4-fluoro-phenyl)-1-methyl-ethyl]-pyridine-2-carbaldehyde), [BH-](OC(=O)C)(OC(=O)C)OC(=O)C.[Na+] (NaBH(OAc)3). Solvent: C(Cl)Cl (CH2Cl2). The product is FC1=CC=C(C=C1)C(C)(C)C=1C(=NC=CC1)CN(C1CCCC=2C=CC=NC12)CC1=C(C=C(CNC(C)=O)C=C1)CO (N-(4-{[{3-[1-(4-fluoro-phenyl)-1-methyl-ethyl]-pyridin-2-ylmethyl}-(5,6,7,8-tetrahydro-quinolin-8-yl)-amino]-methyl}-3-hydroxymethyl-benzyl)-acetamide). RXN SMILES: [OH:1][CH2:2][C:3]1[CH:4]=[C:5]([CH:11]=[CH:12][C:13]=1[CH2:14][NH:15][CH:16]1[C:25]2[N:24]=[CH:23][CH:22]=[CH:21][C:20]=2[CH2:19][CH2:18][CH2:17]1)[CH2:6][NH:7][C:8](=[O:10])[CH3:9].[F:26][C:27]1[CH:32]=[CH:31][C:30]([C:33]([C:36]2[C:37]([CH:42]=O)=[N:38][CH:39]=[CH:40][CH:41]=2)([CH3:35])[CH3:34])=[CH:29][CH:28]=1.[BH-](OC(C)=O)(OC(C)=O)OC(C)=O.[Na+]>C(Cl)Cl>[F:26][C:27]1[CH:28]=[CH:29][C:30]([C:33]([C:36]2[C:37]([CH2:42][N:15]([CH2:14][C:13]3[CH:12]=[CH:11][C:5]([CH2:6][NH:7][C:8](=[O:10])[CH3:9])=[CH:4][C:3]=3[CH2:2][OH:1])[CH:16]3[C:25]4[N:24]=[CH:23][CH:22]=[CH:21][C:20]=4[CH2:19][CH2:18][CH2:17]3)=[N:38][CH:39]=[CH:40][CH:41]=2)([CH3:35])[CH3:34])=[CH:31][CH:32]=1 |f:2.3|. Procedure details: Using General Procedure B: Reaction of N-{3-hydroxymethyl-4-[(5,6,7,8-tetrahydro-quinolin-8-ylamino)-methyl]-benzyl}-acetamide in CH2Cl2 with 3-[1-(4-fluoro-phenyl)-1-methyl-ethyl]-pyridine-2-carbaldehyde and NaBH(OAc)3 gave N-(4-{[{3-[1-(4-fluoro-phenyl)-1-methyl-ethyl]-pyridin-2-ylmethyl}-(5,6,7,8-tetrahydro-quinolin-8-yl)-amino]-methyl}-3-hydroxymethyl-benzyl)-acetamide as a white foam. 1H NMR (CDCl3) δ 1.45 (m, 1H), 1.55 (s, 3H), 1.63 (s, 3H), 1.72 (m, 1H), 1.83 (m, 1H), 2.00 (s, 3H), 2.10 (... Reactants: C(C)(C)(C)OC(=O)N1CC(NCC1)=O (3-oxopiperazine-1-carboxylic acid tert-butyl ester), [H-].[Na+] (sodium hydride), CI (methyl iodide), resultant mixture. The solvent is CN(C=O)C (N,N-dimethylformamide). Reaction conditions: time 10 minute. Yields the product C(C)(C)(C)OC(=O)N1CC(N(CC1)C)=O (4-Methyl-3-oxopiperazine-1-carboxylic acid tert-butyl ester), product. Yield: 95.0%. RXN SMILES: [C:1]([O:5][C:6]([N:8]1[CH2:13][CH2:12][NH:11][C:10](=[O:14])[CH2:9]1)=[O:7])([CH3:4])([CH3:3])[CH3:2].[H-].[Na+].[CH3:17]I>CN(C)C=O>[C:1]([O:5][C:6]([N:8]1[CH2:13][CH2:12][N:11]([CH3:17])[C:10](=[O:14])[CH2:9]1)=[O:7])([CH3:4])([CH3:2])[CH3:3] |f:1.2|. Reported procedure: To 3-oxopiperazine-1-carboxylic acid tert-butyl ester (0.303 g) in N,N-dimethylformamide (12 mL), sodium hydride (being washed with pentane and dried, 44.3 mg) was added at 0° C., followed by stirring for 10 minutes. To the reaction mixture, methyl iodide (0.141 mL) was added, and the resultant mixture was stirred at room temperature for 20 hours. The reaction mixture was partitioned between water and ethyl acetate. The aqueous layer was extracted with ethyl acetate. The organic layers were comb... Starting materials: CC(C)I, [K+], [OH-], O=c1cc(-c2ccccc2)oc2cccc(O)c12. Product: CC(C)Oc1cccc2oc(-c3ccccc3)cc(=O)c12. Reaction SMILES: [I:19][CH:20]([CH3:21])[CH3:22].[K+:24].[OH-:23].[OH:1][c:2]1[c:3]2[c:4](=[O:18])[cH:5][c:6](-[c:12]3[cH:13][cH:14][cH:15][cH:16][cH:17]3)[o:7][c:8]2[cH:9][cH:10][cH:11]1>>[O:1]([c:2]1[c:3]2[c:4](=[O:18])[cH:5][c:6](-[c:12]3[cH:13][cH:14][cH:15][cH:16][cH:17]3)[o:7][c:8]2[cH:9][cH:10][cH:11]1)[CH:20]([CH3:21])[CH3:22]. Run in C(C)O (ethanol). Reaction SMILES: [N:1]1([CH2:6][CH2:7][CH2:8][NH2:9])[CH:5]=[CH:4][N:3]=[CH:2]1.[O:10]1[CH:15]=[CH:14][CH2:13][CH2:12][CH:11]1[CH:16]=O.C([O:20][C:21](=O)[C:22](=[O:31])[CH2:23][C:24]1[CH:29]=[CH:28][C:27]([OH:30])=[CH:26][CH:25]=1)C>C(O)C>[O:10]1[CH:15]=[CH:14][CH2:13][CH2:12][CH:11]1[CH:16]1[N:9]([CH2:8][CH2:7][CH2:6][N:1]2[CH:5]=[CH:4][N:3]=[CH:2]2)[C:21](=[O:20])[C:22]([OH:31])=[C:23]1[C:24]1[CH:25]=[CH:26][C:27]([OH:30])=[CH:28][CH:29]=1. Reactants: N1(C=NC=C1)CCCN (3-Imidazol-1-yl-propylamine), O1C(CCC=C1)C=O (3,4-Dihydro-2H-pyran-2-carbaldehyde), C(C)OC(C(CC1=CC=C(C=C1)O)=O)=O (3-(4-Hydroxy-phenyl)-2-oxo-propionic acid ethyl ester). Yields the product O1C(CCC=C1)C1C(=C(C(N1CCCN1C=NC=C1)=O)O)C1=CC=C(C=C1)O (5-(3,4-Dihydro-2H-pyran-2-yl)-3-hydroxy-4-(4-hydroxy-phenyl)-1-(3-imidazol-1-yl-propyl)-1,5-dihydro-pyrrol-2-one). Procedure details: 3-Imidazol-1-yl-propylamine (1 mmol) and 3,4-Dihydro-2H-pyran-2-carbaldehyde (1 mmol) were added to ethanol (5 ml). After 30 min 3-(4-Hydroxy-phenyl)-2-oxo-propionic acid ethyl ester (1 mmol) was added. The reaction was heated to 50° C. and stirred for 24 h. After evaporation of the solvent the residue was purified with chromatographic methods. Reaction conditions: temperature 50 celsius, time 24 hour. Starting materials: CC(C)(C)O, C=CCC(CN(C)C(=O)c1cc(-n2cnnn2)ccc1OC)c1ccc(F)cc1, CC(C)=O, C[N+]1([O-])CCOCC1, [Na+], [Na+], C1CCOC1, O, O, O=[Os](=O)(=O)=O, O=S([O-])([O-])=S. Product: COc1ccc(-n2cnnn2)cc1C(=O)N(C)CC(CC=O)c1ccc(F)cc1. Reaction SMILES: [C:31]([CH3:32])([CH3:33])([CH3:34])[OH:35].[CH3:1][N:2]([C:3]([c:4]1[c:5]([O:15][CH3:16])[cH:6][cH:7][c:8](-[n:10]2[n:11][n:12][n:13][cH:14]2)[cH:9]1)=[O:17])[CH2:18][CH:19]([CH2:20][CH:21]=[CH2:22])[c:23]1[cH:24][cH:25][c:26]([F:29])[cH:27][cH:28]1.[CH3:36][C:37]([CH3:38])=[O:39].[CH3:40][N+:41]1([O-:47])[CH2:42][CH2:43][O:44][CH2:45][CH2:46]1.[Na+:53].[Na+:54].[O:61]1[CH2:62][CH2:63][CH2:64][CH2:65]1.[OH2:30].[OH2:60].[Os:55](=[O:56])(=[O:57])(=[O:58])=[O:59].[S:48]([O-:49])([O-:50])(=[O:51])=[S:52]>>[CH3:1][N:2]([C:3]([c:4]1[c:5]([O:15][CH3:16])[cH:6][cH:7][c:8](-[n:10]2[n:11][n:12][n:13][cH:14]2)[cH:9]1)=[O:17])[CH2:18][CH:19]([CH2:20][CH:21]=[O:35])[c:23]1[cH:24][cH:25][c:26]([F:29])[cH:27][cH:28]1.